The task is: describe an organic reaction: reactants, conditions, products, and yield. This data is from the Open Reaction Database (ORD), a public repository of structured organic reaction records. The reactants are BrC1=CC(=NC2=C(C(=CC=C12)Cl)F)C1=CC=CC=C1 (4-Bromo-7-chloro-8-fluoro-2-phenylquinoline), O1CCOCC1 (1,4-dioxane), CB(O)O (methane boronic acid), C([O-])([O-])=O.[K+].[K+] (potassium carbonate). The reagents and catalysts are C=1C=CC(=CC1)[P](C=2C=CC=CC2)(C=3C=CC=CC3)[Pd]([P](C=4C=CC=CC4)(C=5C=CC=CC5)C=6C=CC=CC6)([P](C=7C=CC=CC7)(C=8C=CC=CC8)C=9C=CC=CC9)[P](C=1C=CC=CC1)(C=1C=CC=CC1)C=1C=CC=CC1 (Tetrakis(triphenylphosphine)palladium(0)). Run in C(C)(=O)OCC (ethyl acetate), O (water). Reaction conditions: temperature 108 celsius. Product: ClC1=CC=C2C(=CC(=NC2=C1F)C1=CC=CC=C1)C (7-Chloro-8-fluoro-4-methyl-2-phenylquinoline). As a reaction SMILES: Br[C:2]1[C:11]2[C:6](=[C:7]([F:13])[C:8]([Cl:12])=[CH:9][CH:10]=2)[N:5]=[C:4]([C:14]2[CH:19]=[CH:18][CH:17]=[CH:16][CH:15]=2)[CH:3]=1.[CH3:20]B(O)O.C(=O)([O-])[O-].[K+].[K+].O1CCOCC1>C(OCC)(=O)C.O.C1C=CC([P]([Pd]([P](C2C=CC=CC=2)(C2C=CC=CC=2)C2C=CC=CC=2)([P](C2C=CC=CC=2)(C2C=CC=CC=2)C2C=CC=CC=2)[P](C2C=CC=CC=2)(C2C=CC=CC=2)C2C=CC=CC=2)(C2C=CC=CC=2)C2C=CC=CC=2)=CC=1>[Cl:12][C:8]1[C:7]([F:13])=[C:6]2[C:11]([C:2]([CH3:20])=[CH:3][C:4]([C:14]3[CH:19]=[CH:18][CH:17]=[CH:16][CH:15]=3)=[N:5]2)=[CH:10][CH:9]=1 |f:2.3.4,^1:46,48,67,86|. Reported procedure: 4-Bromo-7-chloro-8-fluoro-2-phenylquinoline (1.1 g, 03.3 mmol), methane boronic acid (196 mg, 3.27 mmol), potassium carbonate (1.4 g, 9.8 mmol) and 1,4-dioxane (4 mL) were combined and stirred in a 10 mL R.B. flask. The flask was subjected to 3 vacuum-argon cycles. Tetrakis(triphenylphosphine)palladium(0) (380 mg, 0.33 mmol) was added, and the reaction was again subjected to 3 vacuum argon-cycles. The reaction was heated at 108° C. (external temperature) for 27 h, at which point the reaction was... Reactants: CN1CCC(S)CC1, O=[N+]([O-])c1cc(Cl)c(Cl)c(Cl)c1, [H-], [Na+], CN(C)C=O. Yields the product CN1CCC(Sc2c(Cl)cc([N+](=O)[O-])cc2Cl)CC1. Reaction SMILES: [CH3:15][N:16]1[CH2:17][CH2:18][CH:19]([SH:22])[CH2:20][CH2:21]1.[Cl:1][c:2]1[c:3]([Cl:12])[c:4]([Cl:11])[cH:5][c:6]([N+:8](=[O:9])[O-:10])[cH:7]1.[H-:14].[Na+:13].[O:23]=[CH:24][N:25]([CH3:26])[CH3:27]>>[Cl:1][c:2]1[c:3]([S:22][CH:19]2[CH2:18][CH2:17][N:16]([CH3:15])[CH2:21][CH2:20]2)[c:4]([Cl:11])[cH:5][c:6]([N+:8](=[O:9])[O-:10])[cH:7]1. The reactants are COC(=O)c1ccc(-c2cccc(NC(=NC(=O)OC(C)(C)C)NC(=O)NCc3ccccc3)c2)s1, CC#N, [Li+], [OH-]. The product is CC(C)(C)OC(=O)N=C(NC(=O)NCc1ccccc1)Nc1cccc(-c2ccc(C(=O)O)s2)c1. RXN SMILES: [CH3:1][O:2][C:3](=[O:4])[c:5]1[s:6][c:7](-[c:10]2[cH:11][c:12]([NH:16][C:17](=[N:18][C:19](=[O:20])[O:21][C:22]([CH3:23])([CH3:24])[CH3:25])[NH:26][C:27](=[O:28])[NH:29][CH2:30][c:31]3[cH:32][cH:33][cH:34][cH:35][cH:36]3)[cH:13][cH:14][cH:15]2)[cH:8][cH:9]1.[CH3:39][C:40]#[N:41].[Li+:37].[OH-:38]>>[O:2]=[C:3]([OH:4])[c:5]1[s:6][c:7](-[c:10]2[cH:11][c:12]([NH:16][C:17](=[N:18][C:19](=[O:20])[O:21][C:22]([CH3:23])([CH3:24])[CH3:25])[NH:26][C:27](=[O:28])[NH:29][CH2:30][c:31]3[cH:32][cH:33][cH:34][cH:35][cH:36]3)[cH:13][cH:14][cH:15]2)[cH:8][cH:9]1. Starting materials: ClCCl, CCC(C)(C)Nc1cccnc1N(C)C1CCN(C(=O)OC(C)(C)C)CC1, [Na+], [OH-], O, O=C(O)C(F)(F)F. Product: CCC(C)(C)Nc1cccnc1N(C)C1CCNCC1. Reaction SMILES: [CH2:37]([Cl:38])[Cl:39].[CH3:1][C:2]([CH3:3])([O:4][C:5](=[O:6])[N:7]1[CH2:8][CH2:9][CH:10]([N:13]([c:14]2[n:15][cH:16][cH:17][cH:18][c:19]2[NH:20][C:21]([CH2:22][CH3:23])([CH3:24])[CH3:25])[CH3:26])[CH2:11][CH2:12]1)[CH3:27].[Na+:36].[OH-:35].[OH2:40].[OH:28][C:29]([C:30]([F:31])([F:32])[F:33])=[O:34]>>[NH:7]1[CH2:8][CH2:9][CH:10]([N:13]([c:14]2[n:15][cH:16][cH:17][cH:18][c:19]2[NH:20][C:21]([CH2:22][CH3:23])([CH3:24])[CH3:25])[CH3:26])[CH2:11][CH2:12]1. The reactants are C(C)(=O)OC1=CC=C(C=C1)C(NC=1SC=C(N1)S(=O)C)=O (4-{[4-(methylsulfinyl)-1,3-thiazol-2-yl]carbamoyl}phenyl acetate), C(C)(=O)OC1=CC(=CC=C1)C(NC=1SC=C(N1)SC)=O (3-{[4-(methylthio)-1,3-thiazol-2-yl]carbamoyl}phenyl acetate). Yields the product C(C)(=O)OC1=CC(=CC=C1)C(NC=1SC=C(N1)S(=O)C)=O (3-{[4-(methylsulfinyl)-1,3-thiazol-2-yl]carbamoyl}phenyl acetate). As a reaction SMILES: C(O[C:5]1[CH:10]=[CH:9][C:8]([C:11](=[O:21])[NH:12][C:13]2[S:14][CH:15]=[C:16]([S:18]([CH3:20])=[O:19])[N:17]=2)=[CH:7][CH:6]=1)(=O)C.[C:22]([O:25]C1C=CC=C(C(=O)NC2SC=C(SC)N=2)C=1)(=[O:24])[CH3:23]>>[C:22]([O:25][C:6]1[CH:5]=[CH:10][CH:9]=[C:8]([C:11](=[O:21])[NH:12][C:13]2[S:14][CH:15]=[C:16]([S:18]([CH3:20])=[O:19])[N:17]=2)[CH:7]=1)(=[O:24])[CH3:23]. Reported procedure: Using the above procedure for compound (3), 513 (0.61 g, 2.0 mmol) gives crude 5 as a white solid. The crude product is stirred in diethyl ether (30 mL) for 30 minutes, filtered and air dried to give 5 as a white solid. Reactants: CC1=CC=C(C=C1)S(=O)(=O)NC=1C=C(C=CC1)C=1C=CC=2N(N1)C=C(N2)NC(C)=O (N-(6-(3-(4-Methylphenylsulfonamido)phenyl)imidazo[1,2-b]pyridazin-2-yl)acetamide), ClC=1C=CC=2N(N1)C=C(N2)NC(C)=O (N-(6-chloroimidazo[1,2-b]pyridazin-2-yl)acetamide), FC1=NC=CC(=C1)B(O)O (2-fluoropyridin-4-ylboronic acid). The product is FC1=NC=CC(=C1)C=1C=CC=2N(N1)C=C(N2)NC(C)=O (N-(6-(2-Fluoropyridin-4-yl)imidazo[1,2-b]pyridazin-2-yl)acetamide). Reaction SMILES: CC1C=CC(S([NH:11][C:12]2[CH:13]=[C:14]([C:18]3[CH:19]=[CH:20][C:21]4[N:22]([CH:24]=[C:25]([NH:27][C:28](=[O:30])[CH3:29])[N:26]=4)[N:23]=3)[CH:15]=[CH:16]C=2)(=O)=O)=CC=1.ClC1C=CC2N(C=C(NC(=O)C)N=2)N=1.[F:45]C1C=C(B(O)O)C=CN=1>>[F:45][C:12]1[CH:13]=[C:14]([C:18]2[CH:19]=[CH:20][C:21]3[N:22]([CH:24]=[C:25]([NH:27][C:28](=[O:30])[CH3:29])[N:26]=3)[N:23]=2)[CH:15]=[CH:16][N:11]=1. Reported procedure: Following the procedure described for N-(6-(3-(4-methylphenylsulfonamido)phenyl)imidazo[1,2-b]pyridazin-2-yl)acetamide (Example 1), N-(6-chloroimidazo[1,2-b]pyridazin-2-yl)acetamide (Example 1, Step 4) (0.040 g, 0.19 mmol) was reacted with 2-fluoropyridin-4-ylboronic acid (0.054 g, 0.38 mmol, Synthonix, Wake Forest, N.C.) to afford the title compound as a yellow solid. MS (ESI positive ion) m/z: 272 (M+1). 1H NMR (400 MHz, DMSO-d6): δ pp, 11.00 (s, 1H), 8.43 (d, J=5.3 Hz, 1H), 8.18 (d, J=10.0 Hz... Product: ClC=1C=C(C=CC1Cl)C=1C=CC(=NC1)NC(CC1=CC=C(C=C1)OC1=CC(=C(C=C1)[N+](=O)[O-])O)=O (N-[5-(3,4-Dichloro-phenyl)-pyridin-2-yl]-2-[4-(3-hydroxy-4-nitro-phenoxy)-phenyl]-acetamide). Starting materials: BrC=1C=CC(=NC1)NC(CC1=CC=C(C=C1)OC1=CC(=C(C=C1)[N+](=O)[O-])O)=O (N-(5-bromo-pyridin-2-yl)-2-[4-(3-hydroxy-4-nitro-phenoxy)-phenyl]-acetamide), ClC=1C=C(C=CC1Cl)B(O)O (3,4-dichloro-phenyl boronic acid). Reported procedure: The resin-bound N-(5-bromo-pyridin-2-yl)-2-[4-(3-hydroxy-4-nitro-phenoxy)-phenyl]-acetamide (120 mg, 0.1 mmol) was reacted with 3,4-dichloro-phenyl boronic acid (57 mg, 0.3 mmol) as described in example 208 to afford 25 mg (45%) of the title compound. LC/MS (m/z): 510 (M+1)+. The yield is 49.0%. RXN SMILES: Br[C:2]1[CH:3]=[CH:4][C:5]([NH:8][C:9](=[O:28])[CH2:10][C:11]2[CH:16]=[CH:15][C:14]([O:17][C:18]3[CH:23]=[CH:22][C:21]([N+:24]([O-:26])=[O:25])=[C:20]([OH:27])[CH:19]=3)=[CH:13][CH:12]=2)=[N:6][CH:7]=1.[Cl:29][C:30]1[CH:31]=[C:32](B(O)O)[CH:33]=[CH:34][C:35]=1[Cl:36]>>[Cl:29][C:30]1[CH:31]=[C:32]([C:2]2[CH:3]=[CH:4][C:5]([NH:8][C:9](=[O:28])[CH2:10][C:11]3[CH:16]=[CH:15][C:14]([O:17][C:18]4[CH:23]=[CH:22][C:21]([N+:24]([O-:26])=[O:25])=[C:20]([OH:27])[CH:19]=4)=[CH:13][CH:12]=3)=[N:6][CH:7]=2)[CH:33]=[CH:34][C:35]=1[Cl:36]. The reactants are C(C1=CC=CC=C1)N1C2=NC(=NC(=C2N=C1Br)N)NCC(=O)OC (9-benzyl-8-bromo-2-methoxycarbonylmethylaminoadenine), [OH-].[Na+] (sodium hydroxide). Solvent: Cl (hydrochloric acid). Conditions: temperature 100 celsius, time 8 hour. The product is C(C1=CC=CC=C1)N1C2=NC(=NC(=C2N=C1O)N)NCC(=O)OC (9-Benzyl-8-hydroxy-2-methoxycarbonylmethylaminoadenine). RXN SMILES: [CH2:1]([N:8]1[C:16](Br)=[N:15][C:14]2[C:9]1=[N:10][C:11]([NH:19][CH2:20][C:21]([O:23][CH3:24])=[O:22])=[N:12][C:13]=2[NH2:18])[C:2]1[CH:7]=[CH:6][CH:5]=[CH:4][CH:3]=1.[OH-:25].[Na+]>Cl>[CH2:1]([N:8]1[C:16]([OH:25])=[N:15][C:14]2[C:9]1=[N:10][C:11]([NH:19][CH2:20][C:21]([O:23][CH3:24])=[O:22])=[N:12][C:13]=2[NH2:18])[C:2]1[CH:7]=[CH:6][CH:5]=[CH:4][CH:3]=1 |f:1.2|. Procedure details: Thus obtained 9-benzyl-8-bromo-2-methoxycarbonylmethylaminoadenine was added to concentrated hydrochloric acid (10 ml), and the mixture was stirred for 8 hours at 100° C. The mixture was neutralized in an ice bath with 5% sodium hydroxide solution (pH 7) and the solvent was removed. To the residue were added methanol (30 ml) and sulfuric acid (1 ml), and the mixture was refluxed for 4 hours. After being neutralized (pH 6) in an ice bath with saturated sodium hydrogencarbonate solution, the solut...